Dataset: the Open Reaction Database (ORD), a public repository of structured organic reaction records. Task: describe an organic reaction: reactants, conditions, products, and yield Reactants: O.C1(=CC=C(C=C1)S(=O)(=O)O)C (toluene-p-sulphonic acid monohydrate), C(C)O (ethanol), C1=CC=C(C=C1)CO[C@@H]2[C@@H](C([C@H]([C@@H](C2OCC3=CC=CC=C3)OCC4=CC=CC=C4)O)O)O (1,5,6-tri-O-benzyl-myo-inositol). Reagents/catalysts: [Pd] (palladium-on-charcoal). Solvent: O (water). Run at time 4 hour. The product is C12(C(CC(CC1)C2(C)C)C(=O)O)C (camphanic acid). As a reaction SMILES: [OH2:1].[C:2]1([CH3:12])[CH:7]=[CH:6][C:5](S(O)(=O)=O)=[CH:4][CH:3]=1.[CH2:13]([OH:15])C.[CH:16]1[CH:21]=CC(CO[C@H]2C(OCC3C=CC=CC=3)[C@@H](OCC3C=CC=CC=3)[C@H](O)C(O)[C@H]2O)=C[CH:17]=1>[Pd].O>[C:2]12([CH3:12])[C:16]([CH3:21])([CH3:17])[CH:5]([CH2:6][CH2:7]1)[CH2:4][CH:3]2[C:13]([OH:15])=[O:1] |f:0.1|. Procedure: The formed substance, 3,4-di-O-allyl-5,6-di-O-benzyl-myo-inositol (12.1 g) together with dibutylin oxide (4.0 g) and dry benzene (150 ml) was heated under reflux for 2 hours. After evaporation of benzene and addition of dry dimethyl formamide (60 ml) and benzyl bromide (5.5 ml) the solution was kept at 50° C. for 24 hours. The crude product was chromatographed on silica gel (250 g) and eluted with ether-light petroleum to give 9.5 g of 1,5,6-tri-O-benzyl-3,4-di-O-allyl-myo-inositol. A mixture of... Reactants: C(C)C1=CC=C2C=CNC2=C1 (6-ethylindole), CN(C=O)C (N,N-dimethylformamide), P(=O)(Cl)(Cl)Cl (Phosphorus oxychloride), CN(C=O)C (N,N-dimethylformamide), Ice, aqueous solution, [OH-].[Na+] (sodium hydroxide). Run at time 10 minute. Product: C(C)C1=CC=C2C(=CNC2=C1)C=O (6-ethylindole-3-carboxaldehyde). As a reaction SMILES: P(Cl)(Cl)(Cl)=O.[CH2:6]([C:8]1[CH:16]=[C:15]2[C:11]([CH:12]=[CH:13][NH:14]2)=[CH:10][CH:9]=1)[CH3:7].[OH-].[Na+].CN(C)[CH:21]=[O:22]>>[CH2:6]([C:8]1[CH:16]=[C:15]2[C:11]([C:12]([CH:21]=[O:22])=[CH:13][NH:14]2)=[CH:10][CH:9]=1)[CH3:7] |f:2.3|. Procedure details: Phosphorus oxychloride (3.82 g) was added to N,N-dimethylformamide (20 ml), and the mixture was stirred at room temperature for 10 minutes. A solution of 6-ethylindole [Journal of the Chemical Society (J. Chem. Soc.), 7165 (1965)] in N,N-dimethylformamide (6 ml) was added to the reaction solution, and the mixture was stirred at room temperature for one hour. Ice (20 g) and then a 5N aqueous solution of sodium hydroxide (34 ml) were added to the reaction solution, and the mixture was heated under... Starting materials: C(C1=CC=CC=C1)OCC(=O)OCOC(COCC1=CC=CC=C1)=O (Methylene bis(benzyloxyacetate)), [H][H] (Hydrogen). Reagents/catalysts: [Pd] (Pd/C). Run in C(C)O (ethanol). Run at time 16 hour. Product: OCC(=O)OCOC(CO)=O (Methylene bis(hydroxyacetate)). Yield: 93.4%. As a reaction SMILES: C([O:8][CH2:9][C:10]([O:12][CH2:13][O:14][C:15](=[O:25])[CH2:16][O:17]CC1C=CC=CC=1)=[O:11])C1C=CC=CC=1.[H][H]>[Pd].C(O)C>[OH:8][CH2:9][C:10]([O:12][CH2:13][O:14][C:15](=[O:25])[CH2:16][OH:17])=[O:11]. Reported procedure: Methylene bis(benzyloxyacetate) (0.52 g, 1.5 mmol) and Pd/C (100 mg, 10%) are added to dry ethanol (100 ml). Hydrogen (1 atm) is introduced and the reaction is complete after 16 hours at room temperature, whereupon the reaction mixture is filtered and the solvent is evaporated under reduced pressure (0.01 mmHg) to yield 0.23 g (95%) product. 1H NMR (200 MHz, MeOH): δ 4.2 (CH2, s), 4.9 (OH), 5.9 (OCH2O, s). The product may be used to form polyesters with di- or poly-acids and to form polyurethane... The reactants are BrC1=CC2=C(N=C(S2)[C@@H]2C[C@H](C2)N2[C@@H](CCC2)C)C=C1 (Trans-6-bromo-2-{3-[(2R)-2-methylpyrrolidin-1-yl]cyclobutyl}-1,3-benzothiazole), COC1=CC=C(C=N1)B(O)O (6-methoxy-3-pyridineboronic acid), N1=CN=CC(=C1)B(O)O (pyrimidine-5-boronic acid). Yields the product COC1=CC=C(C=N1)C1=CC2=C(N=C(S2)[C@@H]2C[C@H](C2)N2[C@H](CCC2)C)C=C1 (Trans-6-(6-methoxypyridin-3-yl)-2-{3-[(2S)-2-methylpyrrolidin-1-yl]cyclobutyl}-1,3-benzothiazole). As a reaction SMILES: Br[C:2]1[CH:20]=[CH:19][C:5]2[N:6]=[C:7]([C@H:9]3[CH2:12][C@H:11]([N:13]4[CH2:17][CH2:16][CH2:15][C@H:14]4[CH3:18])[CH2:10]3)[S:8][C:4]=2[CH:3]=1.[CH3:21][O:22][C:23]1[N:28]=[CH:27][C:26](B(O)O)=[CH:25][CH:24]=1.N1C=C(B(O)O)C=NC=1>>[CH3:21][O:22][C:23]1[N:28]=[CH:27][C:26]([C:2]2[CH:20]=[CH:19][C:5]3[N:6]=[C:7]([C@H:9]4[CH2:12][C@H:11]([N:13]5[CH2:17][CH2:16][CH2:15][C@@H:14]5[CH3:18])[CH2:10]4)[S:8][C:4]=3[CH:3]=2)=[CH:25][CH:24]=1. Procedure: The title compound was prepared according to the procedure described in Example 1F, except for substituting the product of Example 11A for the product of Example 1E and substituting 6-methoxy-3-pyridineboronic acid for pyrimidine-5-boronic acid. 1H NMR (500 MHz, CDCl3) δ ppm 8.43 (d, J=2.18 Hz, 1H) 8.03 (d, J=8.42 Hz, 1H) 7.97 (d, J=1.56 Hz, 1H) 7.83 (dd, J=8.58, 2.65 Hz, 1H) 7.61 (dd, J=8.42, 1.56 Hz, 1H) 6.84 (d, J=8.73 Hz, 1H) 4.00 (s, 3H) 3.81-3.92 (m, 1H) 3.47-3.58 (m, 1H) 2.97-3.15 (m, 1H)... Reactants: COCCOC, COC(CC#N)OC, CC(C)(C)[O-], Cl, [K+], NC=CC(=O)C(F)(F)F. Product: N#CC=CC=CC(=O)C(F)(F)F. As a reaction SMILES: [CH2:25]([CH2:26][O:27][CH3:28])[O:29][CH3:30].[CH3:16][O:17][CH:18]([CH2:19][C:20]#[N:21])[O:22][CH3:23].[CH3:1][C:2]([CH3:3])([O-:4])[CH3:5].[ClH:24].[K+:6].[NH2:7][CH:8]=[CH:9][C:10]([C:11]([F:12])([F:13])[F:14])=[O:15]>>[CH:8](=[CH:9][C:10]([C:11]([F:12])([F:13])[F:14])=[O:15])[CH:18]=[CH:19][C:20]#[N:21]. The solvent is CN(C)C=O (DMF), CN(C)C=O (DMF). The product is CN1CCC(=CC1)C1=CNC2=CC=C(C=C12)CC(CO)N ((±)-3-[3-(1-Methyl-1,2,3,6-tetrahydro-4-pyridyl)-1H-indol-5-yl]-2-amino-1-propanol). Reactants: C=O (paraformaldehyde), O (water), C[O-].[Na+] (Sodium methoxide), CN1CCC(=CC1)C1=CNC2=CC=C(C=C12)CC[N+](=O)[O-] (3-(1-Methyl-1,2,3,6-tetrahydro-4-pyridyl)-5-(2-nitroethyl)-1H-indole). Run at temperature 0 celsius, time 1.5 hour. Yield: 56.7%. Reaction SMILES: [CH3:1][O-:2].[Na+].[CH3:4][N:5]1[CH2:10][CH:9]=[C:8]([C:11]2[C:19]3[C:14](=[CH:15][CH:16]=[C:17]([CH2:20][CH2:21][N+:22]([O-])=O)[CH:18]=3)[NH:13][CH:12]=2)[CH2:7][CH2:6]1.C=O.O>CN(C=O)C>[CH3:4][N:5]1[CH2:10][CH:9]=[C:8]([C:11]2[C:19]3[C:14](=[CH:15][CH:16]=[C:17]([CH2:20][CH:21]([NH2:22])[CH2:1][OH:2])[CH:18]=3)[NH:13][CH:12]=2)[CH2:7][CH2:6]1 |f:0.1|. Procedure: Sodium methoxide (0.30 g) was added to a solution of the product from step (d) (1.5 g) in DMF (15 ml) at 0° C. To the resulting solution was added dropwise a suspension of paraformaldehyde (0.19 g) in DMF (20 ml). The resulting mixture was stirred at 0° C. for 1.5 hours, then poured into water and extracted with ethyl acetate. The combined extracts were washed with water and brine, dried and evaporated in vacuo to give a yellow oil which was eluted through a silica column using DCM/EtOH/NH4OH (5...